Dataset: the Open Reaction Database (ORD), a public repository of structured organic reaction records. Task: describe an organic reaction: reactants, conditions, products, and yield The reactants are CC(=O)Oc2ccc1ccccc1c2 (substrate), c4(C)ccc(B3OB(c1ccc(C)cc1)OB(c2ccc(C)cc2)O3)cc4 (effective_coupling_partner). The reagents and catalysts are PCy3. Conditions: temperature 110 celsius, time 12 hour. The product is c3(C)ccc(c2ccc1ccccc1c2)cc3. Starting materials: CN1CCC2(CC1)COC1=CC=3CCNC3C=C12 (1'-methyl-2,3,6,7-tetrahydrospiro[furo[2,3-f]indole-3,4'-piperidine]), CC1=NC(=NO1)C1=CC=C(C=C1)C1=CC=C(C=C1)C(=O)O (4'-(5-methyl-1,2,4-oxadiazol-3-yl)biphenyl-4-carboxylic acid), Example 1. The product is CN1CCC2(CC1)COC1=CC=3CCN(C3C=C12)C(=O)C1=CC=C(C=C1)C1=CC=C(C=C1)C1=NOC(=N1)C (1'-Methyl-5-[4'-(5-methyl-1,2,4-oxadiazol-3-yl)biphenyl-4-carbonyl]-2,3,6,7-tetrahydrospiro[furo[2,3-f]indole-3,4'-piperidine]). As a reaction SMILES: [CH3:1][N:2]1[CH2:7][CH2:6][C:5]2([C:18]3[C:10](=[CH:11][C:12]4[CH2:13][CH2:14][NH:15][C:16]=4[CH:17]=3)[O:9][CH2:8]2)[CH2:4][CH2:3]1.[CH3:19][C:20]1[O:24][N:23]=[C:22]([C:25]2[CH:30]=[CH:29][C:28]([C:31]3[CH:36]=[CH:35][C:34]([C:37](O)=[O:38])=[CH:33][CH:32]=3)=[CH:27][CH:26]=2)[N:21]=1>>[CH3:1][N:2]1[CH2:3][CH2:4][C:5]2([C:18]3[C:10](=[CH:11][C:12]4[CH2:13][CH2:14][N:15]([C:37]([C:34]5[CH:33]=[CH:32][C:31]([C:28]6[CH:29]=[CH:30][C:25]([C:22]7[N:21]=[C:20]([CH3:19])[O:24][N:23]=7)=[CH:26][CH:27]=6)=[CH:36][CH:35]=5)=[O:38])[C:16]=4[CH:17]=3)[O:9][CH2:8]2)[CH2:6][CH2:7]1. Procedure details: The title compound was prepared from 1'-methyl-2,3,6,7-tetrahydrospiro [furo[2,3-f]indole-3,4'-piperidine] (D8) and 4'-(5-methyl-1,2,4-oxadiazol-3-yl)biphenyl-4-carboxylic acid (D15), using a procedure similar to that of Example 1 (57%). Reactants: [N+](=O)([O-])C1=C(C=CC=C1)C1OCC=C1 (2-(2-nitrophenyl)-2,5-dihydrofuran), [N+](=O)([O-])C1=C(C=CC=C1)C1OC=CC1 (2-(2-nitrophenyl)-2,3-dihydrofuran). Procedure: 3a and 3b were carried through the reduction step to afford 2-tetrahydrofuran-2-yl-aniline (4) as set forth in Example 1.b (below). Analysis of this material revealed that both 3a and 3b were formed with the same major enantiomer, with an overall 70% ee. It is unknown whether the absolute stereochemistry of the major enantiomer was (R) or (S). The product is O1C(CCC1)C1=C(N)C=CC=C1 (2-tetrahydrofuran-2-yl-aniline). RXN SMILES: [N+:1]([C:4]1[CH:9]=[CH:8][CH:7]=[CH:6][C:5]=1[CH:10]1[CH:14]=[CH:13][CH2:12][O:11]1)([O-])=O.[N+](C1C=CC=CC=1C1CC=CO1)([O-])=O>>[O:11]1[CH2:12][CH2:13][CH2:14][CH:10]1[C:5]1[CH:6]=[CH:7][CH:8]=[CH:9][C:4]=1[NH2:1]. Starting materials: C1N2CN3CN1CN(C2)C3, CC(C)(C)c1ccc(O)cc1Cl, O, O=C(O)C(F)(F)F. Yields the product CC(C)(C)c1cc(C=O)c(O)cc1Cl. As a reaction SMILES: [CH2:13]1[N:14]2[CH2:15][N:16]3[CH2:17][N:18]([CH2:19]2)[CH2:20][N:21]1[CH2:22]3.[Cl:1][c:2]1[cH:3][c:4]([OH:12])[cH:5][cH:6][c:7]1[C:8]([CH3:9])([CH3:10])[CH3:11].[OH2:30].[OH:23][C:24]([C:25]([F:26])([F:27])[F:28])=[O:29]>>[Cl:1][c:2]1[cH:3][c:4]([OH:12])[c:5]([CH:24]=[O:23])[cH:6][c:7]1[C:8]([CH3:9])([CH3:10])[CH3:11]. Reactants: ClC1=C(C(=NC2=CC(=CC(=C12)F)F)C=1C=NC(=CC1)F)C (4-chloro-5,7-difluoro-2-(6-fluoropyridin-3-yl)-3-methylquinoline), Cl.FC1(CCNCC1)F (4,4-difluoropiperidine hydrochloride), O (water), C([O-])([O-])=O.[K+].[K+] (potassium carbonate). Run in CN(C)C=O (DMF). Run at temperature 100 celsius, time 66.5 hour. The product is ClC1=C(C(=NC2=CC(=CC(=C12)F)F)C=1C=NC(=CC1)N1CCC(CC1)(F)F)C (4-chloro-2-(6-(4,4-difluoropiperidin-1-yl)pyridin-3-yl)-5,7-difluoro-3-methylquinoline). As a reaction SMILES: [Cl:1][C:2]1[C:11]2[C:6](=[CH:7][C:8]([F:13])=[CH:9][C:10]=2[F:12])[N:5]=[C:4]([C:14]2[CH:15]=[N:16][C:17](F)=[CH:18][CH:19]=2)[C:3]=1[CH3:21].Cl.[F:23][C:24]1([F:30])[CH2:29][CH2:28][NH:27][CH2:26][CH2:25]1.C(=O)([O-])[O-].[K+].[K+].O>CN(C=O)C>[Cl:1][C:2]1[C:11]2[C:6](=[CH:7][C:8]([F:13])=[CH:9][C:10]=2[F:12])[N:5]=[C:4]([C:14]2[CH:15]=[N:16][C:17]([N:27]3[CH2:28][CH2:29][C:24]([F:30])([F:23])[CH2:25][CH2:26]3)=[CH:18][CH:19]=2)[C:3]=1[CH3:21] |f:1.2,3.4.5|. Procedure: To a stirred solution of 4-chloro-5,7-difluoro-2-(6-fluoropyridin-3-yl)-3-methylquinoline (0.10 g, 0.32 mmol) in DMF (2 mL) was added 4,4-difluoropiperidine hydrochloride (0.056 g, 0.36 mmol) followed by potassium carbonate (0.090 g, 0.65 mmol). The reaction was stirred at 100° C. and stirring continued for 66.5 h. After which, the reaction mixture was cooled to rt and water was added. The crude reaction mixture was extracted with EtOAc and dried over magnesium sulfate and concd in vacuo. The cr...